Dataset: the Open Reaction Database (ORD), a public repository of structured organic reaction records. Task: describe an organic reaction: reactants, conditions, products, and yield Starting materials: ice, COC(Cl)Cl (α,α-dichloromethyl methyl ether), COC1=CC2=CC(=CC=C2C=C1)OC (2,7-dimethoxynaphthalene). Reagents/catalysts: Cl[Ti](Cl)(Cl)Cl (TiCl4). Run in same solvent, ClCCl (dichloromethane). Conditions: time 1 hour. Product: COC1=C(C2=CC(=CC=C2C=C1)OC)C=O (2,7-Dimethoxynaphthaldehyde). Reaction SMILES: [CH3:1][O:2][C:3]1[CH:12]=[CH:11][C:10]2[C:5](=[CH:6][C:7]([O:13][CH3:14])=[CH:8][CH:9]=2)[CH:4]=1.[CH3:15][O:16]C(Cl)Cl>ClCCl.Cl[Ti](Cl)(Cl)Cl>[CH3:14][O:13][C:7]1[CH:8]=[CH:9][C:10]2[C:5](=[CH:4][C:3]([O:2][CH3:1])=[CH:12][CH:11]=2)[C:6]=1[CH:15]=[O:16]. Procedure details: The 2,7-dimethoxynaphthalene 2 (65 mmol; 12.26 g) is dissolved in 150 cm3 of anhydrous dichloromethane under an inert atmosphere. TiCl4 (91 mmol; 10cm3) is added by syringe, at 0° C., followed by dropwise addition, by means of a dropping funnel, of α,α-dichloromethyl methyl ether (99 mmol; 9 cm3) in solution in 40 cm3 of the same solvent. Stirring is continued at 0° C. for 1 h and then at room temperature for 4 h 30. The reaction medium is poured onto an ice/3N HCl mixture (250 cm3), stirred vig...